Dataset: the Open Reaction Database (ORD), a public repository of structured organic reaction records. Task: describe an organic reaction: reactants, conditions, products, and yield The reactants are C(=O)=O (dry ice), initiator, [Na] (sodium), CC(=C)C1=CC=CC=C1 (alphamethyl styrene), O1CCCC1 (tetrahydrofuran), CO (methanol), O1CCCC1 (tetrahydrofuran). Reaction conditions: temperature -40 celsius, time 24 hour. The product is C1=C(C=CC2=CC3=CC=CC=C3C=C12)C(=C)C (2-(2-anthryl) propene). RXN SMILES: C(=O)=O.[Na].[CH3:5][C:6]([C:8]1[CH:13]=[CH:12][CH:11]=[CH:10][CH:9]=1)=[CH2:7].CO.O1[CH2:20][CH2:19][CH2:18][CH2:17]1>>[CH:9]1[C:10]2[C:11](=[CH:17][C:18]3[C:8]([CH:9]=2)=[CH:6][CH:5]=[CH:20][CH:19]=3)[CH:12]=[CH:13][C:8]=1[C:6]([CH3:5])=[CH2:7] |^1:3|. Procedure: About 100 milliliters of tetrahydrofuran is vacuum distilled into a light tight ampule containing the above monomer, the ampule chilled to the temperature of dry ice (approximately -40° C) and about 5 milliliters of initiator solution (5 × 10-5 moles of the sodium salt of alphamethyl styrene tetramer in tetrahydrofuran) injected into the ampule through a side arm on the ampule. Polymerization of the monomer commences upon the introduction of the initiator into the ampule. After about 24 hours of... Starting materials: C1CCOC1, Cn1cnc(-c2cccc(N)c2)c1-c1cc2c(N)ncnc2s1, O=C=Nc1ccccc1. The product is Cn1cnc(-c2cccc(NC(=O)Nc3ccccc3)c2)c1-c1cc2c(N)ncnc2s1. Reaction SMILES: [CH2:33]1[O:34][CH2:35][CH2:36][CH2:37]1.[NH2:10][c:11]1[cH:12][c:13](-[c:17]2[n:18][cH:19][n:20]([CH3:32])[c:21]2-[c:22]2[cH:23][c:24]3[c:25]([n:26][cH:27][n:28][c:29]3[NH2:30])[s:31]2)[cH:14][cH:15][cH:16]1.[O:1]=[C:2]=[N:3][c:4]1[cH:5][cH:6][cH:7][cH:8][cH:9]1>>[O:1]=[C:2]([NH:3][c:4]1[cH:5][cH:6][cH:7][cH:8][cH:9]1)[NH:10][c:11]1[cH:12][c:13](-[c:17]2[n:18][cH:19][n:20]([CH3:32])[c:21]2-[c:22]2[cH:23][c:24]3[c:25]([n:26][cH:27][n:28][c:29]3[NH2:30])[s:31]2)[cH:14][cH:15][cH:16]1. The yield is 55.0%. Reaction SMILES: S(=O)(=O)(O)O.[CH2:6](C(CN)O)[C:7]1[CH:12]=[CH:11][CH:10]=[CH:9][CH:8]=1.O.[CH:18](O)([CH3:20])[CH3:19]>C1(C)C=CC=CC=1.[Pd]>[CH3:19][C:18]1([CH3:20])[C:7]2([CH3:6])[CH:8]3[CH2:9][CH:10]1[CH2:11][CH:12]23. Reported procedure: 53 ml of concentrated sulfuric acid is added to a solution of 95 ml of benzylethanolamine in 690 ml of toluene. The suspension that is produced is heated to boiling for 2 hours. The water that is produced in this case (14 ml) is separated with the aid of a water separator. After cooling to 20° C., the reaction mixture is mixed with 1300 ml of water and absorptively precipitated for 10 minutes, and the organic phase is separated. Then, the aqueous phase is quickly added to a solution of 92.2 g of... Starting materials: C(C)(C)O (isopropanol), S(O)(O)(=O)=O (sulfuric acid), C(C1=CC=CC=C1)C(O)CN (benzylethanolamine), O (water). The reagents and catalysts are [Pd] (Pd/C). Reaction conditions: temperature 20 celsius, time 2 hour. The solvent is C1(=CC=CC=C1)C (toluene). Yields the product CC1(C2CC3C1(C3C2)C)C (cyclene). Starting materials: CC(=O)O[BH-](OC(C)=O)OC(C)=O, O=C([O-])O, ClCCCl, CC(C)[O-], CC(C)[O-], CC(C)[O-], CC(C)[O-], CC(C)(C=O)C(c1ccccc1)c1ccc2c(cnn2-c2ccc(F)cc2)c1, [Na+], [Na+], [Ti+4], Nc1nncs1. The product is CC(C)(CNc1nncs1)C(c1ccccc1)c1ccc2c(cnn2-c2ccc(F)cc2)c1. Reaction SMILES: [C:35]([O:36][BH-:37]([O:38][C:39](=[O:40])[CH3:41])[O:42][C:43](=[O:44])[CH3:45])(=[O:46])[CH3:47].[C:49](=[O:50])([OH:51])[O-:52].[CH2:54]([Cl:55])[CH2:56][Cl:57].[CH3:58][CH:59]([CH3:60])[O-:61].[CH3:62][CH:63]([CH3:64])[O-:65].[CH3:66][CH:67]([CH3:68])[O-:69].[CH3:70][CH:71]([CH3:72])[O-:73].[F:1][c:2]1[cH:3][cH:4][c:5](-[n:8]2[n:9][cH:10][c:11]3[cH:12][c:13]([CH:17]([C:18]([CH:19]=[O:20])([CH3:21])[CH3:22])[c:23]4[cH:24][cH:25][cH:26][cH:27][cH:28]4)[cH:14][cH:15][c:16]23)[cH:6][cH:7]1.[Na+:48].[Na+:53].[Ti+4:74].[s:29]1[c:30]([NH2:34])[n:31][n:32][cH:33]1>>[F:1][c:2]1[cH:3][cH:4][c:5](-[n:8]2[n:9][cH:10][c:11]3[cH:12][c:13]([CH:17]([C:18]([CH2:19][NH:34][c:30]4[s:29][cH:33][n:32][n:31]4)([CH3:21])[CH3:22])[c:23]4[cH:24][cH:25][cH:26][cH:27][cH:28]4)[cH:14][cH:15][c:16]23)[cH:6][cH:7]1. The reactants are C1C2=C(CC3=C1NC4=CC=CC=C4C3=O)NC5=CC=CC=C5C2=O (6,13-dihydroquinacridone), [Na+].C1=C(C=CC=2C(C3=CC=CC=C3C(C12)=O)=O)S(=O)(=O)[O-] (anthraquinone-2-sulfonic acid sodium salt), OO (hydrogen peroxide), [OH-].[Na+] (sodium hydroxide), 6,13-dihydroquinacridone di-sodium. Run in CO (methanol). Run at time 1 hour. Product: C1=CC=C2C(=C1)C(=O)C3=CC4=C(C=C3N2)C(=O)C5=CC=CC=C5N4 (quinacridone). RXN SMILES: [CH2:1]1[C:6]2[NH:7][C:8]3[C:13]([C:14](=[O:15])[C:5]=2[CH2:4][C:3]2[NH:16][C:17]4[C:22]([C:23](=[O:24])[C:2]1=2)=[CH:21][CH:20]=[CH:19][CH:18]=4)=[CH:12][CH:11]=[CH:10][CH:9]=3.[OH-].[Na+].[Na+].C1C2C(=O)C3C(=CC=CC=3)C(=O)C=2C=CC=1S([O-])(=O)=O.OO>CO>[CH:20]1[CH:21]=[C:22]2[C:23]([C:2]3[C:3]([NH:16][C:17]2=[CH:18][CH:19]=1)=[CH:4][C:5]1[C:14]([C:13]2[C:8]([NH:7][C:6]=1[CH:1]=3)=[CH:9][CH:10]=[CH:11][CH:12]=2)=[O:15])=[O:24] |f:1.2,3.4|. Procedure: A one liter flask equipped with a thermometer, stirrer and condenser is charged with 40 grams 6,13-dihydroquinacridone, 0.1 grams phthalimidomethylquinacridone, 250 ml methanol and 52.8 grams 50% aqueous sodium hydroxide. The mixture is stirred under a slow flow of nitrogen at 50° to 55° C. for one hour generating the corresponding 6,13-dihydroquinacridone-di-sodium salt. 0.6 grams anthraquinone-2-sulfonic acid sodium salt are added and the mixture is heated to reflux temperature. 73.5 grams of ... Reactants: CO, C=C(C)OC(=O)Cl, Cl, Cc1cc(F)c(NC(=O)Nc2ccccc2)cc1-c1cc2cnc(NC(=O)OC(C)(C)C)cc2n(C(C)C)c1=O, C1COCCO1, O, c1ccncc1. The product is C=C(C)OC(=O)Nc1cc2c(cn1)cc(-c1cc(NC(=O)Nc3ccccc3)c(F)cc1C)c(=O)n2C(C)C. Reaction SMILES: [CH3:55][OH:56].[Cl:48][C:49]([O:50][C:51]([CH3:52])=[CH2:53])=[O:54].[ClH:41].[F:1][c:2]1[cH:3][c:4]([CH3:40])[c:5](-[c:18]2[c:19](=[O:39])[n:20]([CH:36]([CH3:37])[CH3:38])[c:21]3[cH:22][c:23]([NH:28][C:29]([O:30][C:31]([CH3:32])([CH3:33])[CH3:34])=[O:35])[n:24][cH:25][c:26]3[cH:27]2)[cH:6][c:7]1[NH:8][C:9](=[O:10])[NH:11][c:12]1[cH:13][cH:14][cH:15][cH:16][cH:17]1.[O:42]1[CH2:43][CH2:44][O:45][CH2:46][CH2:47]1.[OH2:57].[cH:58]1[cH:59][cH:60][n:61][cH:62][cH:63]1>>[F:1][c:2]1[cH:3][c:4]([CH3:40])[c:5](-[c:18]2[c:19](=[O:39])[n:20]([CH:36]([CH3:37])[CH3:38])[c:21]3[cH:22][c:23]([NH:28][C:29]([O:30][C:31](=[CH2:32])[CH3:33])=[O:35])[n:24][cH:25][c:26]3[cH:27]2)[cH:6][c:7]1[NH:8][C:9](=[O:10])[NH:11][c:12]1[cH:13][cH:14][cH:15][cH:16][cH:17]1. Starting materials: O=C([O-])[O-], O=C(Cl)C1CCCCC1, ClC(Cl)Cl, Cl, Cl, [K+], [K+], NC1CCN(CCCC(=O)c2ccccc2)CC1, O. Yields the product O=C(CCCN1CCC(NC(=O)C2CCCCC2)CC1)c1ccccc1. Reaction SMILES: [C:22](=[O:23])([O-:24])[O-:25].[CH:28]1([C:34](=[O:35])[Cl:36])[CH2:29][CH2:30][CH2:31][CH2:32][CH2:33]1.[CH:37]([Cl:38])([Cl:39])[Cl:40].[ClH:1].[ClH:2].[K+:26].[K+:27].[NH2:3][CH:4]1[CH2:5][CH2:6][N:7]([CH2:10][CH2:11][CH2:12][C:13](=[O:14])[c:15]2[cH:16][cH:17][cH:18][cH:19][cH:20]2)[CH2:8][CH2:9]1.[OH2:21]>>[NH:3]([CH:4]1[CH2:5][CH2:6][N:7]([CH2:10][CH2:11][CH2:12][C:13](=[O:14])[c:15]2[cH:16][cH:17][cH:18][cH:19][cH:20]2)[CH2:8][CH2:9]1)[C:34]([CH:28]1[CH2:29][CH2:30][CH2:31][CH2:32][CH2:33]1)=[O:35]. The reactants are CC(=CC[C@H](C1=CC(=O)C=2C(=CC=C(C2C1=O)O)O)O)C (shikonin), C1(CCCCC1)N=C=NC1CCCCC1 (dicyclohexylcarbodiimide), CCCCCC (n-hexane), C(C)(=O)O (acetic acid). Reagents/catalysts: CN(C1=CC=NC=C1)C (4-dimethylaminopyridine). Solvent: ClCCl (dichloromethane). Conditions: time 30 minute. Yields the product C(C)(=O)OC(CC=C(C)C)C=1C(C2=C(C=CC(=C2C(C1)=O)O)O)=O (2-(1-acetyloxy-4-methyl-3-pentenyl)-5,8-dihydroxy-1,4-naphthoquinone). Yield: 74.8%. As a reaction SMILES: [CH3:1][C:2]([CH3:21])=[CH:3][CH2:4][C@@H:5]([OH:20])[C:6]1[C:16](=[O:17])[C:15]2[C:14]([OH:18])=[CH:13][CH:12]=[C:11]([OH:19])[C:10]=2[C:8](=[O:9])[CH:7]=1.C1(N=C=NC2CCCCC2)CCCCC1.[C:37](O)(=[O:39])[CH3:38].CCCCCC>CN(C)C1C=CN=CC=1.ClCCl>[C:37]([O:20][CH:5]([C:6]1[C:16](=[O:17])[C:15]2[C:10]([C:8](=[O:9])[CH:7]=1)=[C:11]([OH:19])[CH:12]=[CH:13][C:14]=2[OH:18])[CH2:4][CH:3]=[C:2]([CH3:21])[CH3:1])(=[O:39])[CH3:38]. Reported procedure: 288 mg (1 mmole) of shikonin, 226 mg (1.1 mmole) of dicyclohexylcarbodiimide and 30 mg (0.25 mmole) of 4-dimethylaminopyridine were dissolved in 3 ml of dry dichloromethane. To the resulting solution was added 60 mg (1 mmole) of acetic acid at 0° C. under nitrogen gas, and the mixture was stirred for 30 minutes and then at room temperature for further 3 hours. 20 ml of n-hexane was added to the reaction solution. The mixture was filtered to remove the insoluble materials. The filtrate was dried ... Starting materials: N1(C=NC=C1)CCCN (3-Imidazol-1-yl-propylamine), FC1=C(C=O)C=CC=C1 (2-Fluorobenzaldehyde), solution, O([K])C#N (KOCN), Cl.N1=CC=CC=C1 (Pyridinehydrochloride), [N+](#[C-])CCC1=CNC2=CC=CC=C12 (3-(2-Isocyano-ethyl)-1H-indole). The solvent is CO (methanol), CO (MeOH). Conditions: time 48 hour. The product is FC1=C(C=CC=C1)C1C(NC(N1CCCN1C=NC=C1)=O)=NCCC1=CNC2=CC=CC=C12 (5-(2-Fluoro-phenyl)-1-(3-imidazol-1-yl-propyl)-4-(2-(1H-indol-3-yl)-ethylimino)-imidazolidin-2-one). Reaction SMILES: [N:1]1([CH2:6][CH2:7][CH2:8][NH2:9])[CH:5]=[CH:4][N:3]=[CH:2]1.[F:10][C:11]1[CH:18]=[CH:17][CH:16]=[CH:15][C:12]=1[CH:13]=O.[O:19]([C:21]#[N:22])[K].Cl.N1C=CC=CC=1.[N+:30]([CH2:32][CH2:33][C:34]1[C:42]2[C:37](=[CH:38][CH:39]=[CH:40][CH:41]=2)[NH:36][CH:35]=1)#[C-:31]>CO>[F:10][C:11]1[CH:18]=[CH:17][CH:16]=[CH:15][C:12]=1[CH:13]1[N:9]([CH2:8][CH2:7][CH2:6][N:1]2[CH:5]=[CH:4][N:3]=[CH:2]2)[C:21](=[O:19])[NH:22][C:31]1=[N:30][CH2:32][CH2:33][C:34]1[C:42]2[C:37](=[CH:38][CH:39]=[CH:40][CH:41]=2)[NH:36][CH:35]=1 |f:3.4|. Procedure details: 3-Imidazol-1-yl-propylamine (1 mmol) and 2-Fluorobenzaldehyde (1 mmol) were combined in methanol (2 ml, dry). After 2 hours 2 ml of a solution of KOCN (KSCN) (2 mmol) and Pyridinehydrochloride (2 mmol) in MeOH is added was added. Finally 3-(2-Isocyano-ethyl)-1H-indole (1 mmol) is added. The reaction was stirred at room temperature for 48 h. After evaporation of the solvent the residue was purified with chromatographic methods.